This data is from the Open Reaction Database (ORD), a public repository of structured organic reaction records. The task is: describe an organic reaction: reactants, conditions, products, and yield Starting materials: CC1(CCC(CC1)=COC)C ((4,4-dimethyl cyclohexylidene)methyl methyl ether), Cl (HCl). Solvent: C(C)OCC (ethyl ether), hexanes, [Cl-].[Na+].O (brine), O (water), C1CCOC1 (THF). Conditions: time 24 hour. The product is CC1(CCC(CC1)C=O)C (4,4-dimethylcyclohexanecarbaldehyde). Reaction SMILES: [CH3:1][C:2]1([CH3:11])[CH2:7][CH2:6][C:5](=[CH:8][O:9]C)[CH2:4][CH2:3]1.Cl>C1COCC1.C(OCC)C.[Cl-].[Na+].O.O>[CH3:1][C:2]1([CH3:11])[CH2:7][CH2:6][CH:5]([CH:8]=[O:9])[CH2:4][CH2:3]1 |f:4.5.6|. Procedure details: A solution of (4,4-dimethyl cyclohexylidene)methyl methyl ether (6.7 g, 0.043 mol) in THF (200 mL) containing 6M HCl (aq) (60 mL) was stirred at room temperature for 24 hr. The reaction mixture was diluted with a mixture of ethyl ether, hexanes, brine and water. The mixture was separated and the aqueous phase was extracted with ethyl ether. The combined organic phase was washed with brine, dried over Na2SO4, and concentrated in vacuo, affording 4,4-dimethylcyclohexanecarbaldehyde as a yellow oil... The reactants are C(C1=CC=CC=C1)OC1=C(C=CC=C1C)\C=C/C(=O)O ((2Z)-3-[2-(benzyloxy)-3-methylphenyl]prop-2-enoic acid), C1CCC2=NCCCN2CC1 (DBU), C1(=CC=CC=C1)C (toluene), C1(=CC=CC=C1)P(=O)(C1=CC=CC=C1)N=[N+]=[N-] (diphenylphosphoryl azide). Run in C(C)(=O)OCC (ethyl acetate), petroleum ether, C(C)(=O)OCC (ethyl acetate). Reaction conditions: temperature 5 celsius. The product is C(C1=CC=CC=C1)OC1=C(C=CC=C1C)\C=C/C(=O)N=[N+]=[N-] ((2Z)-3-[2-(benzyloxy)-3-methylphenyl]prop-2-enoyl azide). RXN SMILES: [CH2:1]([O:8][C:9]1[C:14]([CH3:15])=[CH:13][CH:12]=[CH:11][C:10]=1/[CH:16]=[CH:17]\[C:18]([OH:20])=O)[C:2]1[CH:7]=[CH:6][CH:5]=[CH:4][CH:3]=1.C1(C)C=CC=CC=1.C1(P([N:42]=[N+:43]=[N-:44])(C2C=CC=CC=2)=O)C=CC=CC=1.C1CCN2C(=NCCC2)CC1>C(OCC)(=O)C>[CH2:1]([O:8][C:9]1[C:14]([CH3:15])=[CH:13][CH:12]=[CH:11][C:10]=1/[CH:16]=[CH:17]\[C:18]([N:42]=[N+:43]=[N-:44])=[O:20])[C:2]1[CH:7]=[CH:6][CH:5]=[CH:4][CH:3]=1. Procedure details: Into a 500-mL 3-necked round-bottom flask purged and maintained with an inert atmosphere of nitrogen, was placed (2Z)-3-[2-(benzyloxy)-3-methylphenyl]prop-2-enoic acid (20 g, 74.54 mmol, 1.00 equiv), toluene (300 mL) and diphenylphosphoryl azide (25 g, 90.84 mmol, 1.20 equiv). This was followed by the addition of DBU (14 g, 91.96 mmol, 1.20 equiv) dropwise with stirring at 0-10° C. The resulting solution was stirred for 1 h at 0-10° C. in a water/ice bath. The resulting solution was diluted with... The reactants are COC(=O)Cc1cccc(Oc2ccc(Br)cc2CO)c1, COCCOC, [Na+], O=C([O-])O, BrP(Br)Br. Product: COC(=O)Cc1cccc(Oc2ccc(Br)cc2CBr)c1. Reaction SMILES: [CH3:1][O:2][C:3]([CH2:4][c:5]1[cH:6][c:7]([O:11][c:12]2[c:13]([CH2:19][OH:20])[cH:14][c:15]([Br:18])[cH:16][cH:17]2)[cH:8][cH:9][cH:10]1)=[O:21].[CH3:31][O:32][CH2:33][CH2:34][O:35][CH3:36].[Na+:30].[O-:26][C:27]([OH:28])=[O:29].[P:22]([Br:23])([Br:24])[Br:25]>>[CH3:1][O:2][C:3]([CH2:4][c:5]1[cH:6][c:7]([O:11][c:12]2[c:13]([CH2:19][Br:23])[cH:14][c:15]([Br:18])[cH:16][cH:17]2)[cH:8][cH:9][cH:10]1)=[O:21]. Starting materials: [Li+].[OH-] (LiOH), COC(=O)C=1CN(CCC1C1=CC=C(C=C1)OCCOC1=C(C=C(C=C1Cl)C)Cl)C(=O)OC(C)(C)C (4-{4-[2-(2,6-Dichloro-4-methyl-phenoxy)-ethoxy]-phenyl}-5,6-dihydro-2H-pyridine-1,3-dicarboxylic Acid 1-tert-butyl Ester 3-methyl Ester), Cl (HCl). The solvent is C1CCOC1 (THF). Reaction conditions: temperature 60 celsius, time 3 day. Product: C(C)(C)(C)OC(=O)N1CC(=C(CC1)C1=CC=C(C=C1)OCCOC1=C(C=C(C=C1Cl)C)Cl)C(=O)O (4-{4-[2-(2,6-Dichloro-4-methyl-phenoxy)-ethoxy]-phenyl}-5,6-dihydro-2H-pyridine-1,3-dicarboxylic acid 1-tert-butyl ester). As a reaction SMILES: [Li+].[OH-].C[O:4][C:5]([C:7]1[CH2:8][N:9]([C:32]([O:34][C:35]([CH3:38])([CH3:37])[CH3:36])=[O:33])[CH2:10][CH2:11][C:12]=1[C:13]1[CH:18]=[CH:17][C:16]([O:19][CH2:20][CH2:21][O:22][C:23]2[C:28]([Cl:29])=[CH:27][C:26]([CH3:30])=[CH:25][C:24]=2[Cl:31])=[CH:15][CH:14]=1)=[O:6].Cl>C1COCC1>[C:35]([O:34][C:32]([N:9]1[CH2:10][CH2:11][C:12]([C:13]2[CH:18]=[CH:17][C:16]([O:19][CH2:20][CH2:21][O:22][C:23]3[C:28]([Cl:29])=[CH:27][C:26]([CH3:30])=[CH:25][C:24]=3[Cl:31])=[CH:15][CH:14]=2)=[C:7]([C:5]([OH:6])=[O:4])[CH2:8]1)=[O:33])([CH3:38])([CH3:36])[CH3:37] |f:0.1|. Procedure: Aq. 1M LiOH (11.1 mL, 11.1 mmol) was added to a sol. of compound C3 (1.50 g, 2.72 mmol) in THF (10 mL). The mixture was stirred at 60° C. for 3 days. The mixture was allowed to cool to rt, and aq. 1M HCl was added, until the mixture was acidic. The mixture was extracted with EtOAc. The org. extracts were washed with aq. 1M HCl and brine, dried over MgSO4, filtered, and the solvents were removed under reduced pressure. Purification of the crude by FC (heptane/EtOAc 1:2) yielded the title compound... Reactants: CC1(C)CCC(C#N)(Cc2ccc(Cl)cc2)C1=O, O, O=S(=O)(O)O. The product is CC1(C)CCC(Cc2ccc(Cl)cc2)C1=O. As a reaction SMILES: [Cl:1][c:2]1[cH:3][cH:4][c:5]([CH2:6][C:7]2([C:15]#[N:16])[CH2:8][CH2:9][C:10]([CH3:13])([CH3:14])[C:11]2=[O:12])[cH:17][cH:18]1.[OH2:24].[S:19](=[O:20])(=[O:21])([OH:22])[OH:23]>>[Cl:1][c:2]1[cH:3][cH:4][c:5]([CH2:6][CH:7]2[CH2:8][CH2:9][C:10]([CH3:13])([CH3:14])[C:11]2=[O:12])[cH:17][cH:18]1. The reactants are ClCCCCS(=O)(=O)NC (4-chloro-N-methylbutane-1-sulfonamide), [I-].[Na+] (sodium iodide), [N-]=[N+]=[N-].[Na+] (Sodium azide). The solvent is CN(C)C=O (DMF). Reaction conditions: temperature 60 celsius, time 8 hour. The product is N(=[N+]=[N-])CCCCS(=O)(=O)NC (4-azido-N-methylbutane-1-sulfonamide). As a reaction SMILES: Cl[CH2:2][CH2:3][CH2:4][CH2:5][S:6]([NH:9][CH3:10])(=[O:8])=[O:7].[I-].[Na+].[N-:13]=[N+:14]=[N-:15].[Na+]>CN(C=O)C>[N:13]([CH2:2][CH2:3][CH2:4][CH2:5][S:6]([NH:9][CH3:10])(=[O:8])=[O:7])=[N+:14]=[N-:15] |f:1.2,3.4|. Procedure: A solution of 4-chloro-N-methylbutane-1-sulfonamide (Example 5; 180 mmol), and sodium iodide (198 mmol) in DMF (180 ml) was stirred for 10 min at room temperature. Sodium azide (397 mmol) was added and the reaction mixture was stirred overnight at 60° C. The mixture was filtered off The organic phase was extracted with AcOEt/water. The crude mixture was concentrated and was used without further purification in the next step.